From a dataset of the Open Reaction Database (ORD), a public repository of structured organic reaction records. describe an organic reaction: reactants, conditions, products, and yield The reactants are O=C(CBr)Nc1cccc(-c2cnc3ccccc3n2)c1, CC([O-])=S, CCOC(C)=O, CC#N, [K+]. Yields the product CC(=O)SCC(=O)Nc1cccc(-c2cnc3ccccc3n2)c1. As a reaction SMILES: [Br:1][CH2:2][C:3](=[O:4])[NH:5][c:6]1[cH:7][c:8](-[c:12]2[n:13][c:14]3[cH:15][cH:16][cH:17][cH:18][c:19]3[n:20][cH:21]2)[cH:9][cH:10][cH:11]1.[C:22]([CH3:23])(=[S:24])[O-:25].[CH2:30]([O:31][C:32](=[O:33])[CH3:34])[CH3:35].[CH3:27][C:28]#[N:29].[K+:26]>>[CH2:2]([C:3](=[O:4])[NH:5][c:6]1[cH:7][c:8](-[c:12]2[n:13][c:14]3[cH:15][cH:16][cH:17][cH:18][c:19]3[n:20][cH:21]2)[cH:9][cH:10][cH:11]1)[S:24][C:22]([CH3:23])=[O:25]. Reactants: C(CCCCCCCCCCCCC)SCC1CO1 (1-tetradecylthio-2,3-epoxypropane), C(O)CN (ethanolamine). Run in C(C)O (ethanol), C(C)O (ethanol). Reaction conditions: temperature 80 celsius. The product is OCCNCC(CSCCCCCCCCCCCCCC)O (3-(2-hydroxyethylamino)-1-tetradecylthio-2-propanol). Yield: 90.9%. RXN SMILES: [CH2:1]([CH2:3][NH2:4])[OH:2].[CH2:5]([S:19][CH2:20][CH:21]1[O:23][CH2:22]1)[CH2:6][CH2:7][CH2:8][CH2:9][CH2:10][CH2:11][CH2:12][CH2:13][CH2:14][CH2:15][CH2:16][CH2:17][CH3:18]>C(O)C>[OH:2][CH2:1][CH2:3][NH:4][CH2:22][CH:21]([OH:23])[CH2:20][S:19][CH2:5][CH2:6][CH2:7][CH2:8][CH2:9][CH2:10][CH2:11][CH2:12][CH2:13][CH2:14][CH2:15][CH2:16][CH2:17][CH3:18]. Procedure: A 300-ml flask equipped with a stirrer and dropping funnel was charged with 61.1 g (1 mol) of ethanolamine and 61 g of ethanol. While stirring the contents at 80° C., a solution of 14.3 g (50 mmol) of 1-tetradecylthio-2,3-epoxypropane in 30 g ethanol was added dropwise over 3 hours. After completion of the dropping, the resultant reaction mixture was concentrated under reduced pressure, and the residue was recrystallized from hexane, thereby obtaining 15.8 g (yield: 91%) of the title compound (I... Reactants: B, CCCCCCCCCCCC(=O)c1c[nH]c2cc(C(=O)OC)ccc12, CCOC(C)=O, CO, C1CCOC1, O. Product: CCCCCCCCCCCCc1c[nH]c2cc(C(=O)OC)ccc12. RXN SMILES: [BH3:1].[C:2]([CH2:3][CH2:4][CH2:5][CH2:6][CH2:7][CH2:8][CH2:9][CH2:10][CH2:11][CH2:12][CH3:13])(=[O:14])[c:15]1[cH:16][nH:17][c:18]2[cH:19][c:20]([C:24](=[O:25])[O:26][CH3:27])[cH:21][cH:22][c:23]12.[CH3:28][CH2:29][O:30][C:31](=[O:32])[CH3:33].[CH3:34][OH:35].[O:36]1[CH2:37][CH2:38][CH2:39][CH2:40]1.[OH2:41]>>[CH2:2]([CH2:3][CH2:4][CH2:5][CH2:6][CH2:7][CH2:8][CH2:9][CH2:10][CH2:11][CH2:12][CH3:13])[c:15]1[cH:16][nH:17][c:18]2[cH:19][c:20]([C:24](=[O:25])[O:26][CH3:27])[cH:21][cH:22][c:23]12. Reactants: BrC=1C=CC(=C(C1)C)F (5-bromo-2-fluorotoluene), C1(CCC(N1)=O)=O (succinimide), BrN1C(CCC1=O)=O (N-bromosuccinimide), C(C1=CC=CC=C1)OOCC1=CC=CC=C1 (benzyl peroxide). Run in C(Cl)(Cl)(Cl)Cl (carbon tetrachloride). Conditions: temperature 79 celsius. Product: BrC1=CC(=C(C=C1)F)CBr (4-Bromo-2-bromomethyl-1-fluoro-benzene). As a reaction SMILES: [Br:1][C:2]1[CH:3]=[CH:4][C:5]([F:9])=[C:6]([CH3:8])[CH:7]=1.[Br:10]N1C(=O)CCC1=O.C(OOCC1C=CC=CC=1)C1C=CC=CC=1.C1(=O)NC(=O)CC1>C(Cl)(Cl)(Cl)Cl>[Br:1][C:2]1[CH:3]=[CH:4][C:5]([F:9])=[C:6]([CH2:8][Br:10])[CH:7]=1. Procedure: 5-bromo-2-fluorotoluene (5.00 g, 26.5 mmol), N-bromosuccinimide (5.18 g, 29.1 mmol), benzyl peroxide (0.205 g, 0.850 mmol) and carbon tetrachloride (50 mL) were loaded to a r.b. flask and set to reflux (79° C.) for 2 h. Once cooled the succinimide was filtered off and carbon tetrachloride removed via a dry ice-acetone cooled rotary evaporator. The residues were dissolved in dichloromethane (100 mL) and washed with distilled H2O (50 mL×3) and brine (50 mL). Dried over MgSO4 and solvent removed in... Reactants: BrC1=C(C=C2C(=C(N(C2=C1)C)C)C(=O)O)OC (6-Bromo-5-methoxy-1,2-dimethyl-1H-indole-3-carboxylic acid), material, N1=CC=CC2=CC=CC=C12 (quinoline). Run at temperature 200 celsius. Product: BrC1=C(C=C2C=C(N(C2=C1)C)C)OC (6-bromo-5-methoxy-1,2-dimethyl-1H-indole). Isolated yield 50.1%. Reaction SMILES: [Br:1][C:2]1[CH:10]=[C:9]2[C:5]([C:6](C(O)=O)=[C:7]([CH3:12])[N:8]2[CH3:11])=[CH:4][C:3]=1[O:16][CH3:17].N1C2C(=CC=CC=2)C=CC=1>>[Br:1][C:2]1[CH:10]=[C:9]2[C:5]([CH:6]=[C:7]([CH3:12])[N:8]2[CH3:11])=[CH:4][C:3]=1[O:16][CH3:17]. Procedure details: 6-Bromo-5-methoxy-1,2-dimethyl-1H-indole-3-carboxylic acid (1.02 g, 3.42 mmol) was separated into two round bottom flasks (each with 500 mg of material), followed by the addition of quinoline (2 mL) in each flask. The reaction mixture was heated at 200° C. for 4 hours and was cooled to RT. The two reaction mixture was combined and loaded directly on a silica gel column, eluting with a gradient of 0-20% ethyl acetate in cyclohexane, to give title compound (435 mg). LCMS (A): m/z (M+H)+ 254/256, C... The reactants are c12c(ncc(c1)C#Cc1sc(cc1)C(=O)OCC)nc([nH]c2=O)NC(C(C)(C)C)=O. The reagents and catalysts are c1ccc(cc1)-c2c3ccccc3cc4ccccc24 (9-Phenylanthracene), [Pd](O)O (20% Pd(OH)2/C). Solvent: CC(C)O (IPA). Run at temperature 50 celsius, time 18 hour. Product: CCOC(=O)c1ccc(CCC2CNC3=C(C2)C(=O)NC(=N3)NC(=O)C(C)(C)C)s1. RXN SMILES: [CH3:1][CH2:2][O:3][C:4]([c:6]1[s:30][c:9]([C:10]#[C:11][c:12]2[cH:29][c:28]([c:15]3[n:14][cH:13]2)[C:26](=[O:27])[NH:25][C:17]([NH:18][C:19]([C:21]([CH3:24])([CH3:23])[CH3:22])=[O:20])=[N:16]3)[cH:8][cH:7]1)=[O:5]>>[CH3:1][CH2:2][O:3][C:4]([c:6]1[s:30][c:9]([CH2:10][CH2:11][CH:12]2[CH2:29][C:28]3=[C:15]([N:16]=[C:17]([NH:18][C:19]([C:21]([CH3:24])([CH3:23])[CH3:22])=[O:20])[NH:25][C:26]3=[O:27])[NH:14][CH2:13]2)[cH:8][cH:7]1)=[O:5].